From a dataset of the Open Reaction Database (ORD), a public repository of structured organic reaction records. describe an organic reaction: reactants, conditions, products, and yield Starting materials: COc1cc2nccc(Oc3ccc(N)cc3C)c2cc1OC, CCN(C(C)C)C(C)C, ClC(Cl)Cl, O=C(OC(Cl)(Cl)Cl)OC(Cl)(Cl)Cl, Cc1nnc(N)s1, O. Product: COc1cc2nccc(Oc3ccc(NC(=O)Nc4nnc(C)s4)cc3C)c2cc1OC. As a reaction SMILES: [CH3:1][O:2][c:3]1[cH:4][c:5]2[c:6]([O:15][c:16]3[c:17]([CH3:23])[cH:18][c:19]([NH2:20])[cH:21][cH:22]3)[cH:7][cH:8][n:9][c:10]2[cH:11][c:12]1[O:13][CH3:14].[CH:24]([N:25]([CH:26]([CH3:27])[CH3:28])[CH2:29][CH3:30])([CH3:31])[CH3:32].[CH:52]([Cl:53])([Cl:54])[Cl:55].[Cl:33][C:34]([Cl:35])([O:36][C:37]([O:38][C:39]([Cl:40])([Cl:41])[Cl:42])=[O:43])[Cl:44].[NH2:45][c:46]1[s:47][c:48]([CH3:51])[n:49][n:50]1.[OH2:56]>>[CH3:1][O:2][c:3]1[cH:4][c:5]2[c:6]([O:15][c:16]3[c:17]([CH3:23])[cH:18][c:19]([NH:20][C:37](=[O:43])[NH:45][c:46]4[s:47][c:48]([CH3:51])[n:49][n:50]4)[cH:21][cH:22]3)[cH:7][cH:8][n:9][c:10]2[cH:11][c:12]1[O:13][CH3:14]. The reactants are BrCC(C(F)(F)F)=O (3-Bromo-1,1,1-trifluoroacetone), NC=1SC=CN1 (2-aminothiazole). The solvent is CC(=O)C (acetone). Product: FC(C=1N=C2SC=CN2C1)(F)F (6-trifluoromethyl-imidazo[2,1-b]thiazole). RXN SMILES: Br[CH2:2][C:3](=O)[C:4]([F:7])([F:6])[F:5].[NH2:9][C:10]1[S:11][CH:12]=[CH:13][N:14]=1>CC(C)=O>[F:5][C:4]([F:7])([F:6])[C:3]1[N:9]=[C:10]2[N:14]([CH:2]=1)[CH:13]=[CH:12][S:11]2. Reported procedure: 3-Bromo-1,1,1-trifluoroacetone (11.0 mmol) is added to a solution of 2-aminothiazole (10.0 mmol) in acetone (20 mL) and the mixture is stirred at reflux for 20 h. The obtained precipitate is filtered off, treated with hydrobromic acid (2.0 M, 40 mL), stirred at reflux for 1 h and cooled to RT. The mixture is made basic by addition of ammonium hydroxide solution (15%) and the resulting free base is crystallized from EtOH to give the desired product. LC-MS: tR=0.78 min; [M+H]+=192.95.